Dataset: the Open Reaction Database (ORD), a public repository of structured organic reaction records. Task: describe an organic reaction: reactants, conditions, products, and yield Procedure details: A mixture of crude 2-(but-3-enyl)-2-hydroxymethylpropan-1,3-diol (4.5 g), acetone (30 ml) and p-toluenesulfonic acid (0.25 g) was refluxed in a Dean and Stark apparatus for 7 hours. The mixture was cooled and washed with aqueous sodium hydrogen carbonate solution. The organic solution was dried over anhydrous magnesium sulphate and the solvent was removed in vacuo. The residue was chromatographed on silica, eluting with 1:4 diethyl ether: hexane. 5-(But-3-enyl)-2,2-dimethyl-5-hydroxymethyl-1,3-d... Product: C(CC=C)C1(COC(OC1)(C)C)CO (5-(But-3-enyl)-2,2-dimethyl-5-hydroxymethyl-1,3-dioxane), oil. The reactants are C(CC=C)C(CO)(CO)CO (2-(but-3-enyl)-2-hydroxymethylpropan-1,3-diol), C1(=CC=C(C=C1)S(=O)(=O)O)C (p-toluenesulfonic acid). The solvent is CC(=O)C (acetone). Reaction SMILES: [CH2:1]([C:5]([CH2:10][OH:11])([CH2:8][OH:9])[CH2:6][OH:7])[CH2:2][CH:3]=[CH2:4].[C:12]1(C)[CH:17]=CC(S(O)(=O)=O)=C[CH:13]=1>CC(C)=O>[CH2:1]([C:5]1([CH2:6][OH:7])[CH2:8][O:9][C:12]([CH3:17])([CH3:13])[O:11][CH2:10]1)[CH2:2][CH:3]=[CH2:4]. Reactants: Cl (hydrochloric acid), [OH-].[Na+] (sodium hydroxide), ClC1=CC(=C(NC2=NC=NC3=CC(=C(C=C23)OC)OCCCC2=CC=NC=C2)C=C1OC(=O)OC)F (4-(4-chloro-2-fluoro-5-methoxycarbonyloxyanilino)-6-methoxy-7-(3 -(4-pyridyl)propoxy)quinazoline), O (Water). Run in CO (methanol). Reaction conditions: time 2 hour. Product: Cl.ClC1=CC(=C(NC2=NC=NC3=CC(=C(C=C23)OC)OCCCC2=CC=NC=C2)C=C1O)F (4-(4-chloro-2-fluoro-5-hydroxyanilino)-6-methoxy-7-(3-(4-pyridyl)propoxy)quinazoline hydrochloride). The yield is 150.4%. RXN SMILES: [OH-].[Na+].[Cl:3][C:4]1[C:32]([O:33]C(OC)=O)=[CH:31][C:7]([NH:8][C:9]2[C:18]3[C:13](=[CH:14][C:15]([O:21][CH2:22][CH2:23][CH2:24][C:25]4[CH:30]=[CH:29][N:28]=[CH:27][CH:26]=4)=[C:16]([O:19][CH3:20])[CH:17]=3)[N:12]=[CH:11][N:10]=2)=[C:6]([F:38])[CH:5]=1.O.Cl>CO>[ClH:3].[Cl:3][C:4]1[C:32]([OH:33])=[CH:31][C:7]([NH:8][C:9]2[C:18]3[C:13](=[CH:14][C:15]([O:21][CH2:22][CH2:23][CH2:24][C:25]4[CH:30]=[CH:29][N:28]=[CH:27][CH:26]=4)=[C:16]([O:19][CH3:20])[CH:17]=3)[N:12]=[CH:11][N:10]=2)=[C:6]([F:38])[CH:5]=1 |f:0.1,6.7|. Procedure: 2M Aqueous sodium hydroxide (1.5 ml, 3 mmol) was added to a solution of 4-(4-chloro-2-fluoro-5-methoxycarbonyloxyanilino)-6-methoxy-7-(3 -(4-pyridyl)propoxy)quinazoline (1.28 g, 2.5 mmol) in methanol (13 ml) and the mixture stirred for 2 hours at ambient temperature. Water was added and the mixture was adjusted to pH7 with 2M hydrochloric acid. The resulting precipitate was collected by filtration, washed with water and dried under vacuum. This solid was dissolved in methylene chloride (30 ml) a... Starting materials: CC#CCn1c(N2CCN(C(=O)OC(C)(C)C)CC2)nc(C(=O)OCC)c1C#N, CCO, [Na+], [OH-]. Product: CC#CCn1c(N2CCN(C(=O)OC(C)(C)C)CC2)nc(C(=O)O)c1C#N. Reaction SMILES: [CH2:3]([C:4]#[C:5][CH3:6])[n:7]1[c:8]([N:19]2[CH2:20][CH2:21][N:22]([C:25](=[O:26])[O:27][C:28]([CH3:29])([CH3:30])[CH3:31])[CH2:23][CH2:24]2)[n:9][c:10]([C:14](=[O:15])[O:16][CH2:17][CH3:18])[c:11]1[C:12]#[N:13].[CH3:32][CH2:33][OH:34].[Na+:2].[OH-:1]>>[CH2:3]([C:4]#[C:5][CH3:6])[n:7]1[c:8]([N:19]2[CH2:20][CH2:21][N:22]([C:25](=[O:26])[O:27][C:28]([CH3:29])([CH3:30])[CH3:31])[CH2:23][CH2:24]2)[n:9][c:10]([C:14](=[O:15])[OH:16])[c:11]1[C:12]#[N:13]. The reactants are C[Si](CC=C)(CC=C)C (dimethyl diallyl silane), C1(=CC=CC=C1)PC1=CC=CC=C1 (diphenyl phosphine), C1(=CC=CC=C1)PC1=CC=CC=C1 (diphenyl phosphine). Reaction conditions: time 24 hour. Yields the product C1(=CC=CC=C1)P(C1=CC=CC=C1)CCC[Si](C)(C)CCCP(C1=CC=CC=C1)C1=CC=CC=C1 (Bis-(Diphenylphosphinopropyl) Dimethyl Silane). Reaction SMILES: [CH3:1][Si:2]([CH3:9])([CH2:6][CH:7]=[CH2:8])[CH2:3][CH:4]=[CH2:5].[C:10]1([PH:16][C:17]2[CH:22]=[CH:21][CH:20]=[CH:19][CH:18]=2)[CH:15]=[CH:14][CH:13]=[CH:12][CH:11]=1>>[C:17]1([P:16]([CH2:5][CH2:4][CH2:3][Si:2]([CH2:6][CH2:7][CH2:8][P:16]([C:17]2[CH:18]=[CH:19][CH:20]=[CH:21][CH:22]=2)[C:10]2[CH:15]=[CH:14][CH:13]=[CH:12][CH:11]=2)([CH3:9])[CH3:1])[C:10]2[CH:11]=[CH:12][CH:13]=[CH:14][CH:15]=2)[CH:18]=[CH:19][CH:20]=[CH:21][CH:22]=1. Procedure details: A mixture of 70 g (0.5 mole) dimethyl diallyl silane and 204.6 g (1.1 m mole, 10% excess over equivalent amounts) of diphenyl phosphine was reacted in the manner described in Example 1 at 40° C. The additionwas slow. After 24 hours, only about 10% of the diphenyl phosphine reacted.The irradiation of the reaction mixture was continued for a total of 160 hours. A subsequent fractional distillation provided 46 g of monoadduct, as a clear, slightly viscous liquid monoadduct of bp. 122°-134° C. at 0.... Starting materials: C12(CC3CC(CC(C1)C3)C2)CCOC=2C=C(C=CC2)CCNC(OC(C)(C)C)=O (tert-butyl (2-{3-[2-(1-adamantyl)ethoxy]phenyl}ethyl)-carbamate), Cl (hydrogen chloride). Run in O1CCOCC1 (dioxane). Conditions: time 8 hour. Product: C12(CC3CC(CC(C1)C3)C2)CCOC=2C=C(C=CC2)CCN ((2-{3-[2-(1-adamantyl)ethoxy]phenyl}ethyl)amine), oil. The yield is 50.0%. As a reaction SMILES: [C:1]12([CH2:11][CH2:12][O:13][C:14]3[CH:15]=[C:16]([CH2:20][CH2:21][NH:22]C(=O)OC(C)(C)C)[CH:17]=[CH:18][CH:19]=3)[CH2:10][CH:5]3[CH2:6][CH:7]([CH2:9][CH:3]([CH2:4]3)[CH2:2]1)[CH2:8]2.Cl>O1CCOCC1>[C:1]12([CH2:11][CH2:12][O:13][C:14]3[CH:15]=[C:16]([CH2:20][CH2:21][NH2:22])[CH:17]=[CH:18][CH:19]=3)[CH2:10][CH:5]3[CH2:6][CH:7]([CH2:9][CH:3]([CH2:4]3)[CH2:2]1)[CH2:8]2. Procedure: To a solution of Intermediate 30 (7 g, 17.5 mmol) in dioxane (70 mL) was added hydrogen chloride (1.25M in dioxane, 25 mL). The reaction mixture was stirred at room temperature overnight. The precipitate was filtrated and washed with dioxane and ether. The crude was purified by column chromatography with silica gel, eluting with methylen chloride/methanol/ammonium (40:4:0.2) and the title compound was obtained as an oil (2.6 g, 50%). (M+): 300.